The task is: describe an organic reaction: reactants, conditions, products, and yield. This data is from the Open Reaction Database (ORD), a public repository of structured organic reaction records. Starting materials: COC1=CC=C(C=C1)C1=NC=2C(=NC=CC2)N1CC(=O)O (4-methoxyphenyl-3H-imidazo[4,5-b]pyridine-3-acetic acid), C(=O)(N1C=NC=C1)N1C=NC=C1 (1,1'-carbonyldiimidazole), CNC (dimethylamine). The solvent is O1CCCC1 (tetrahydrofuran), O1CCCC1 (tetrahydrofuran). Reaction conditions: time 2 hour. Product: COC1=CC=C(C=C1)C1=NC=2C(=NC=CC2)N1CC(=O)N(C)C (2-(4-Methoxyphenyl)-N,N-dimethyl-3H-imidazo[4,5-b]pyridine-3-acetamide). RXN SMILES: [CH3:1][O:2][C:3]1[CH:8]=[CH:7][C:6]([C:9]2[N:17]([CH2:18][C:19](O)=[O:20])[C:12]3=[N:13][CH:14]=[CH:15][CH:16]=[C:11]3[N:10]=2)=[CH:5][CH:4]=1.[C:22](N1C=CN=C1)([N:24]1C=CN=[CH:25]1)=O.CNC>O1CCCC1>[CH3:1][O:2][C:3]1[CH:4]=[CH:5][C:6]([C:9]2[N:17]([CH2:18][C:19]([N:24]([CH3:25])[CH3:22])=[O:20])[C:12]3=[N:13][CH:14]=[CH:15][CH:16]=[C:11]3[N:10]=2)=[CH:7][CH:8]=1. Reported procedure: Under nitrogen bubbling, a mixture of 2-(4-methoxyphenyl-3H-imidazo[4,5-b]pyridine-3-acetic acid (4.2 g, 0.0148 mole) and 1,1'-carbonyldiimidazole (2.43 g, 0.015 mole) in 120 ml of tetrahydrofuran was stirred at room temperature for 31/2 hrs. A solution of dimethylamine in tetrahydrofuran (60 ml of 0.5M) was added, and the reaction was allowed to stir at room temperature overnight. Starting materials: C(=O)([O-])[O-].[K+].[K+] (K2CO3), [N+](=O)([O-])C1=C(C=CC(=C1)[N+](=O)[O-])[O-].N[N+]1=CC(=C(C=C1)NC(=O)OC(C)(C)C)F (1-amino-4-((tert-butoxycarbonyl)amino)-3-fluoropyridin-1-ium 2,4-dinitrophenolate), C(C#C)(=O)OCC (Ethyl propiolate). Run in C1CCOC1 (THF). Reaction conditions: time 30 minute. Product: C(C)(C)(C)OC(=O)NC1=C(C=2N(C=C1)N=CC2C(=O)OCC)F (Ethyl 5-((tert-butoxycarbonyl)amino)-4-fluoropyrazolo[1,5-a]pyridine-3-carboxylate). As a reaction SMILES: C([O-])([O-])=O.[K+].[K+].[N+](C1C=C([N+]([O-])=O)C=CC=1[O-])([O-])=O.[NH2:20][N+:21]1[CH:26]=[CH:25][C:24]([NH:27][C:28]([O:30][C:31]([CH3:34])([CH3:33])[CH3:32])=[O:29])=[C:23]([F:35])[CH:22]=1.[C:36]([O:40][CH2:41][CH3:42])(=[O:39])[C:37]#[CH:38]>C1COCC1>[C:31]([O:30][C:28]([NH:27][C:24]1[CH:25]=[CH:26][N:21]2[N:20]=[CH:38][C:37]([C:36]([O:40][CH2:41][CH3:42])=[O:39])=[C:22]2[C:23]=1[F:35])=[O:29])([CH3:32])([CH3:34])[CH3:33] |f:0.1.2,3.4|. Reported procedure: K2CO3 (36.96 g, 267 mmol) was added to a solution of 1-amino-4-((tert-butoxycarbonyl)amino)-3-fluoropyridin-1-ium 2,4-dinitrophenolate (50 g, 121 mmol) in THF (500 mL) at 28° C. and continued stirring at same temperature for 30 min. Ethyl propiolate (14.3 g, 145 mmol) was added to above solution and stirring was continued at 28° C. for 16 hr. Reaction mixture was filtered to remove the salt, filtrate collected was diluted with EtOAc washed it with water followed by brine, dried over anhydrous so... Reactants: C(=O)(O)CC1=CC=C(C=C1)CCC(CC(=O)O)C (5-(4-carboxymethylphenyl)-3-methylvaleric acid), polyphosphoric acid. The solvent is O (water). Product: CC1CCC2=C(C(C1)=O)C=C(C=C2)CC(=O)O (6,7,8,9-tetrahydro-7-methyl-9-oxo-5H-benzocycloheptene-2-acetic acid). As a reaction SMILES: [C:1]([CH2:4][C:5]1[CH:10]=[CH:9][C:8]([CH2:11][CH2:12][CH:13]([CH3:18])[CH2:14][C:15]([OH:17])=O)=[CH:7][CH:6]=1)([OH:3])=[O:2]>O>[CH3:18][CH:13]1[CH2:14][C:15](=[O:17])[C:9]2[CH:10]=[C:5]([CH2:4][C:1]([OH:3])=[O:2])[CH:6]=[CH:7][C:8]=2[CH2:11][CH2:12]1. Procedure: 17.8 g of 5-(4-carboxymethylphenyl)-3-methylvaleric acid are added at 100°, while stirring, to 200 g of polyphosphoric acid. The reaction mixture is stirred at 100° for a further hour, is cooled to about 60°, and 100 cc of water are added dropwise thereto. The reaction mixture is then poured on ice, extracted with methylene chloride, the methylene chloride extract is washed with water and dried over sodium sulphate. The 6,7,8,9-tetrahydro-7-methyl-9-oxo-5H-benzocycloheptene-2-acetic acid, obtain... Starting materials: [Al+3], CC#N, [H-], [H-], [H-], [H-], [Li+], CCOC(=O)CC(C)(c1ccc2c(c1)OCCO2)c1c[nH]c2c(CSC)cccc12, C1CCOC1, O. The product is CSCc1cccc2c(C(C)(CCO)c3ccc4c(c3)OCCO4)c[nH]c12. As a reaction SMILES: [Al+3:32].[CH3:38][C:39]#[N:40].[H-:31].[H-:34].[H-:35].[H-:36].[Li+:33].[O:1]1[CH2:2][CH2:3][O:4][c:5]2[c:6]1[cH:7][cH:8][c:9]([C:11]([CH2:12][C:13](=[O:14])[O:15][CH2:16][CH3:17])([CH3:18])[c:19]1[cH:20][nH:21][c:22]3[c:23]([CH2:28][S:29][CH3:30])[cH:24][cH:25][cH:26][c:27]13)[cH:10]2.[O:41]1[CH2:42][CH2:43][CH2:44][CH2:45]1.[OH2:37]>>[O:1]1[CH2:2][CH2:3][O:4][c:5]2[c:6]1[cH:7][cH:8][c:9]([C:11]([CH2:12][CH2:13][OH:14])([CH3:18])[c:19]1[cH:20][nH:21][c:22]3[c:23]([CH2:28][S:29][CH3:30])[cH:24][cH:25][cH:26][c:27]13)[cH:10]2. The reactants are BrC=1C=C(C(=O)NC2=CC=C(C=C2)OC(F)(F)F)C=CC1N1C[C@@H]([C@H](C1)O)O (3-Bromo-4-((3S,4S)-3,4-dihydroxypyrrolidin-1-yl)-N-(4-(trifluoromethoxy)phenyl)benzamide), C(C)(C)(C)OC(=O)N1C(=CC=C1C#N)B(O)O ((1-(tert-butoxycarbonyl)-5-cyano-1H-pyrrol-2-yl)boronic acid), C(=O)([O-])[O-].[Na+].[Na+] (Na2CO3), COCCOC (DME), Si-Thiol. Procedure: 3-Bromo-4-((3S,4S)-3,4-dihydroxypyrrolidin-1-yl)-N-(4-(trifluoromethoxy)phenyl)benzamide (Stage 28.1, 100 mg, 0.217 mmol), (1-(tert-butoxycarbonyl)-5-cyano-1H-pyrrol-2-yl)boronic acid (Stage 29.1, 103 mg, 0.436 mmol), Pd(PPh3)2Cl2 (15.22 mg, 0.022 mmol), Na2CO3 (92 mg, 0.867 mmol), DME (920 μL), water (263 μL) and EtOH (131 μL) were added to a MW vial, which was sealed, evacuated/purged with argon and the RM was stirred at 70° C. for 16 h. MeOH (0.5 mL) was added and the RM was subjected to MW i... The reagents and catalysts are Cl[Pd]([P](C1=CC=CC=C1)(C2=CC=CC=C2)C3=CC=CC=C3)([P](C4=CC=CC=C4)(C5=CC=CC=C5)C6=CC=CC=C6)Cl (Pd(PPh3)2Cl2). Run at temperature 70 celsius, time 16 hour. Solvent: CCO (EtOH), O (water). As a reaction SMILES: Br[C:2]1[CH:3]=[C:4]([CH:19]=[CH:20][C:21]=1[N:22]1[CH2:26][C@H:25]([OH:27])[C@@H:24]([OH:28])[CH2:23]1)[C:5]([NH:7][C:8]1[CH:13]=[CH:12][C:11]([O:14][C:15]([F:18])([F:17])[F:16])=[CH:10][CH:9]=1)=[O:6].C(OC([N:36]1[C:40]([C:41]#[N:42])=[CH:39][CH:38]=[C:37]1B(O)O)=O)(C)(C)C.C([O-])([O-])=O.[Na+].[Na+].COCCOC>Cl[Pd](Cl)([P](C1C=CC=CC=1)(C1C=CC=CC=1)C1C=CC=CC=1)[P](C1C=CC=CC=1)(C1C=CC=CC=1)C1C=CC=CC=1.CCO.O>[C:41]([C:40]1[NH:36][C:37]([C:2]2[CH:3]=[C:4]([CH:19]=[CH:20][C:21]=2[N:22]2[CH2:23][C@H:24]([OH:28])[C@@H:25]([OH:27])[CH2:26]2)[C:5]([NH:7][C:8]2[CH:13]=[CH:12][C:11]([O:14][C:15]([F:17])([F:18])[F:16])=[CH:10][CH:9]=2)=[O:6])=[CH:38][CH:39]=1)#[N:42] |f:2.3.4,^1:60,79|. Product: C(#N)C1=CC=C(N1)C=1C=C(C(=O)NC2=CC=C(C=C2)OC(F)(F)F)C=CC1N1C[C@@H]([C@H](C1)O)O (3-(5-Cyano-1H-pyrrol-2-yl)-4-((3S,4S)-3,4-dihydroxypyrrolidin-1-yl)-N-(4-(trifluoromethoxy)phenyl)benzamide). Starting materials: C(C1=CC=CC=C1)N1CCC(CC1)O (1-benzyl-4-piperidinol), [H][H] (hydrogen), ClC1=CC=C(C=C1)F (1-chloro-4-fluorobenzene), oil, [H-].[Na+] (sodium hydride). Run in CN(C=O)C (dimethylformamide), CN(C=O)C (dimethylformamide), CN(C=O)C (dimethylformamide). Product: C(C1=CC=CC=C1)N1CCC(CC1)OC1=CC=C(C=C1)Cl (1-benzyl-4-(p-chlorophenoxy)piperidine). Reaction SMILES: [CH2:1]([N:8]1[CH2:13][CH2:12][CH:11]([OH:14])[CH2:10][CH2:9]1)[C:2]1[CH:7]=[CH:6][CH:5]=[CH:4][CH:3]=1.[H-].[Na+].[H][H].[Cl:19][C:20]1[CH:25]=[CH:24][C:23](F)=[CH:22][CH:21]=1>CN(C)C=O>[CH2:1]([N:8]1[CH2:13][CH2:12][CH:11]([O:14][C:23]2[CH:24]=[CH:25][C:20]([Cl:19])=[CH:21][CH:22]=2)[CH2:10][CH2:9]1)[C:2]1[CH:3]=[CH:4][CH:5]=[CH:6][CH:7]=1 |f:1.2|. Procedure details: A solution of 21.6 g of 1-benzyl-4-piperidinol in 75ml. of dimethylformamide is added slowly to a stirred suspension of 8.7 g of a 50% oil dispersion of sodium hydride in 225 ml. of dimethylformamide at 60°-70° C. After addition is complete stirring and heating are continued until no more hydrogen gas is liberated. A solution of 19.6 g of 1-chloro-4-fluorobenzene in 75 ml. of dimethylformamide is added, and the solution is permitted to stir at 65°-70° C. for 16 hours. After cooling to ambient te... Reactants: CC(=O)NC1CCN(c2ccc([N+](=O)[O-])c(C)c2)C1, Cl, [Na+], [OH-], O. The product is Cc1cc(N2CCC(N)C2)ccc1[N+](=O)[O-]. RXN SMILES: [CH3:1][c:2]1[cH:3][c:4]([N:11]2[CH2:12][CH:13]([NH:16][C:17](=[O:18])[CH3:19])[CH2:14][CH2:15]2)[cH:5][cH:6][c:7]1[N+:8](=[O:9])[O-:10].[ClH:20].[Na+:22].[OH-:21].[OH2:23]>>[CH3:1][c:2]1[cH:3][c:4]([N:11]2[CH2:12][CH:13]([NH2:16])[CH2:14][CH2:15]2)[cH:5][cH:6][c:7]1[N+:8](=[O:9])[O-:10]. Reactants: N1CCNCCNCCNCC1 (1,4,7,10-tetraazacyclododecane), ClCC(=O)NC=1C(=C(C(=CC1I)I)CC(C(=O)O)CC)I (3-[(2-chloro-1-oxoethyl)amino]-α-ethyl-2,4,6-triiodobenzenepropanoic acid). Run in CC#N (CH3CN), CC#N (CH3CN). Yields the product C(=O)(O)C(CC=1C(=C(C(=CC1I)I)NC(CN1CCNCCNCCNCC1)=O)I)CC (N-[3-(2-carboxybutyl)-2,4,6-triiodophenyl]-1,4,7,10-tetraazacyclododecane-1-acetamide). Yield: 7.4%. Reaction SMILES: [NH:1]1[CH2:12][CH2:11][NH:10][CH2:9][CH2:8][NH:7][CH2:6][CH2:5][NH:4][CH2:3][CH2:2]1.Cl[CH2:14][C:15]([NH:17][C:18]1[C:19]([I:33])=[C:20]([CH2:26][CH:27]([CH2:31][CH3:32])[C:28]([OH:30])=[O:29])[C:21]([I:25])=[CH:22][C:23]=1[I:24])=[O:16]>CC#N>[C:28]([CH:27]([CH2:31][CH3:32])[CH2:26][C:20]1[C:19]([I:33])=[C:18]([NH:17][C:15](=[O:16])[CH2:14][N:1]2[CH2:12][CH2:11][NH:10][CH2:9][CH2:8][NH:7][CH2:6][CH2:5][NH:4][CH2:3][CH2:2]2)[C:23]([I:24])=[CH:22][C:21]=1[I:25])([OH:30])=[O:29]. Reported procedure: According to the procedure described in Example 3, 105.8 g of 1,4,7,10-tetraazacyclododecane (0.62 mol) in 600 ml of CH3CN are added to a suspension of 40 g of 3-[(2-chloro-1-oxoethyl)amino]-α-ethyl-2,4,6-triiodobenzenepropanoic acid (prepared as described in Example 1) (0.62 mol) in 500 ml of CH3CN. 35.8 g of N-[3-(2-carboxybutyl)-2,4,6-triiodophenyl]-1,4,7,10-tetraazacyclododecane-1-acetamide (0.046 mol) are obtained.